Dataset: the Open Reaction Database (ORD), a public repository of structured organic reaction records. Task: describe an organic reaction: reactants, conditions, products, and yield Reactants: ON(C(=O)N)CC1=CC=C(OC\C=C/COC2=CC=C(C=C2)CN(C(=O)N)O)C=C1 ((Z)-1,4-Bis[4-[(1-hydroxyureido)methyl]phenoxy]-2-butene), [OH-].[Na+] (sodium hydroxide), O1CCCC1 (tetrahydrofuran), Cl (hydrochloric acid), ClC(=O)OCC (ethyl chloroformate). Run at time 49 hour. Product: O=C1N(OC(N1)=O)CC1=CC=C(OC\C=C/COC2=CC=C(C=C2)CN2OC(NC2=O)=O)C=C1 ((Z)-1,4-bis[4-[(3,5-dioxo-1,2,4-oxadiazolidin-2-yl)methyl]phenoxy]-2-butene). Reaction SMILES: [OH:1][N:2]([CH2:6][C:7]1[CH:30]=[CH:29][C:10]([O:11][CH2:12]/[CH:13]=[CH:14]\[CH2:15][O:16][C:17]2[CH:22]=[CH:21][C:20]([CH2:23][N:24]([OH:28])[C:25]([NH2:27])=[O:26])=[CH:19][CH:18]=2)=[CH:9][CH:8]=1)[C:3]([NH2:5])=[O:4].[OH-].[Na+].Cl[C:34](OCC)=[O:35].Cl.[O:40]1CCC[CH2:41]1>>[O:26]=[C:25]1[NH:27][C:34](=[O:35])[O:28][N:24]1[CH2:23][C:20]1[CH:21]=[CH:22][C:17]([O:16][CH2:15]/[CH:14]=[CH:13]\[CH2:12][O:11][C:10]2[CH:29]=[CH:30][C:7]([CH2:6][N:2]3[C:3](=[O:4])[NH:5][C:41](=[O:40])[O:1]3)=[CH:8][CH:9]=2)=[CH:18][CH:19]=1 |f:1.2|. Procedure: To the solution of (Z)-1,4-Bis[4-[(1-hydroxyureido)methyl]phenoxy]-2-butene (0.75 g) in tetrahydrofuran (20 ml) was added 2N sodium hydroxide aqueous solution (6.9 ml) and then, with ice-cooling, ethyl chloroformate (0.66 ml) was added dropwise to the mixture. After 49 hours of stirring at room temperature, the reaction mixture was adjusted to pH 1 with 6N hydrochloric acid and extracted with ethyl acetate. The organic layer was washed with saturated sodium chloride aqueous solution and dried ov...